Dataset: the Open Reaction Database (ORD), a public repository of structured organic reaction records. Task: describe an organic reaction: reactants, conditions, products, and yield Reactants: OCc1nc(CCl)cs1, N#N, O=[Mn]=O. Yields the product O=Cc1nc(CCl)cs1. Reaction SMILES: [Cl:3][CH2:4][c:5]1[n:6][c:7]([CH2:10][OH:11])[s:8][cH:9]1.[N:1]#[N:2].[O:12]=[Mn:13]=[O:14]>>[Cl:3][CH2:4][c:5]1[n:6][c:7]([CH:10]=[O:11])[s:8][cH:9]1. The reactants are ClC1=CC=C(S1)C1=NN(C=C1C1=NC(=NC=C1)SC)C(C)C (4-[3-(5-chloro-2-thienyl)-1-isopropyl-1H-pyrazol-4-yl]-2-(methylsulfanyl)pyrimidine), ClC1=CC(=CC=C1)C(=O)OO (meta chloroperbenzoic acid), sulfoxide, S(=O)([O-])[O-].[Na+].[Na+] (Sodium sulfite). Run in ClCCl (dichloromethane). Conditions: time 72 hour. Yields the product ClC1=CC=C(S1)C1=NN(C=C1C1=NC(=NC=C1)S(=O)(=O)C)C(C)C (4-[3-(5-Chloro-2-thienyl)-1-isopropyl-1H-pyrazol-4-yl]-2-(methylsulfonyl)pyrimidine). The yield is 87.1%. Reaction SMILES: [Cl:1][C:2]1[S:6][C:5]([C:7]2[C:11]([C:12]3[CH:17]=[CH:16][N:15]=[C:14](SC)[N:13]=3)=[CH:10][N:9]([CH:20]([CH3:22])[CH3:21])[N:8]=2)=[CH:4][CH:3]=1.Cl[C:24]1C=CC=C(C(OO)=O)C=1.[S:34]([O-:37])([O-])=[O:35].[Na+].[Na+]>ClCCl>[Cl:1][C:2]1[S:6][C:5]([C:7]2[C:11]([C:12]3[CH:17]=[CH:16][N:15]=[C:14]([S:34]([CH3:24])(=[O:37])=[O:35])[N:13]=3)=[CH:10][N:9]([CH:20]([CH3:21])[CH3:22])[N:8]=2)=[CH:4][CH:3]=1 |f:2.3.4|. Procedure: To a solution of 4-[3-(5-chloro-2-thienyl)-1-isopropyl-1H-pyrazol-4-yl]-2-(methylsulfanyl)pyrimidine (1 eq, 12 mmol) in 315 mL of dichloromethane was added meta chloroperbenzoic acid 77% (2 eq, 24 mmol). The mixture was stirred at room temperature for 72 h and then quenched with water. Sodium sulfite (2.1 eq, 25 mmol) was added and the layers were separated. The organic layer was then washed twice with a 2M solution of potassium carbonate, dried over MgSO4 filtered and concentrated to afford 4 g... The reactants are CCN=C=NCCCN(C)C, COCC(COC)n1cc(C(=O)O)c(=O)c2cc(I)ccc21, CN1CCNCC1, CN1CCOCC1, ClCCl, Cl, Oc1cccc2[nH]nnc12. Yields the product COCC(COC)n1cc(C(=O)N2CCN(C)CC2)c(=O)c2cc(I)ccc21. As a reaction SMILES: [CH2:48]([N:49]=[C:50]=[N:51][CH2:52][CH2:53][CH2:54][N:55]([CH3:56])[CH3:57])[CH3:58].[CH3:1][O:2][CH2:3][CH:4]([CH2:5][O:6][CH3:7])[n:8]1[cH:9][c:10]([C:20](=[O:21])[OH:22])[c:11](=[O:19])[c:12]2[cH:13][c:14]([I:18])[cH:15][cH:16][c:17]12.[CH3:23][N:24]1[CH2:25][CH2:26][NH:27][CH2:28][CH2:29]1.[CH3:40][N:41]1[CH2:42][CH2:43][O:44][CH2:45][CH2:46]1.[Cl:59][CH2:60][Cl:61].[ClH:47].[OH:30][c:31]1[c:32]2[n:33][n:34][nH:35][c:36]2[cH:37][cH:38][cH:39]1>>[CH3:1][O:2][CH2:3][CH:4]([CH2:5][O:6][CH3:7])[n:8]1[cH:9][c:10]([C:20](=[O:21])[N:27]2[CH2:26][CH2:25][N:24]([CH3:23])[CH2:29][CH2:28]2)[c:11](=[O:19])[c:12]2[cH:13][c:14]([I:18])[cH:15][cH:16][c:17]12. Reactants: O=C1CCC(=O)N1Br, O=C(OOC(=O)c1ccccc1)c1ccccc1, ClC(Cl)(Cl)Cl, Cc1cc(Cl)sc1Cl. Product: Clc1cc(CBr)c(Cl)s1. As a reaction SMILES: [Br:9][N:10]1[C:11](=[O:12])[CH2:13][CH2:14][C:15]1=[O:16].[C:17]([O:18][O:19][C:20](=[O:21])[c:22]1[cH:23][cH:24][cH:25][cH:26][cH:27]1)(=[O:28])[c:29]1[cH:30][cH:31][cH:32][cH:33][cH:34]1.[C:35]([Cl:36])([Cl:37])([Cl:38])[Cl:39].[Cl:1][c:2]1[s:3][c:4]([Cl:8])[cH:5][c:6]1[CH3:7]>>[Cl:1][c:2]1[s:3][c:4]([Cl:8])[cH:5][c:6]1[CH2:7][Br:9]. Starting materials: COc1cn(-c2ccc(N3CCN(C(C)(C)C)C3=O)cc2F)nc(-c2ccnn2-c2ccccc2)c1=O, O=C(O)C(F)(F)F. Reaction SMILES: [C:1]([CH3:2])([CH3:3])([CH3:4])[N:5]1[C:6](=[O:37])[N:7]([c:10]2[cH:11][c:12]([F:36])[c:13](-[n:16]3[n:17][c:18](-[c:25]4[cH:26][cH:27][n:28][n:29]4-[c:30]4[cH:31][cH:32][cH:33][cH:34][cH:35]4)[c:19](=[O:24])[c:20]([O:22][CH3:23])[cH:21]3)[cH:14][cH:15]2)[CH2:8][CH2:9]1.[OH:38][C:39]([C:40]([F:41])([F:42])[F:43])=[O:44]>>[NH:5]1[C:6](=[O:37])[N:7]([c:10]2[cH:11][c:12]([F:36])[c:13](-[n:16]3[n:17][c:18](-[c:25]4[cH:26][cH:27][n:28][n:29]4-[c:30]4[cH:31][cH:32][cH:33][cH:34][cH:35]4)[c:19](=[O:24])[c:20]([O:22][CH3:23])[cH:21]3)[cH:14][cH:15]2)[CH2:8][CH2:9]1. The product is COc1cn(-c2ccc(N3CCNC3=O)cc2F)nc(-c2ccnn2-c2ccccc2)c1=O. Starting materials: CCO, [NH4+], [OH-], N#Cc1cccc(N2CCC(O)C2)c1, [Rh]. Product: NCc1cccc(N2CCC(O)C2)c1. As a reaction SMILES: [CH3:18][CH2:19][OH:20].[NH4+:16].[OH-:15].[OH:1][CH:2]1[CH2:3][N:4]([c:7]2[cH:8][c:9]([C:10]#[N:11])[cH:12][cH:13][cH:14]2)[CH2:5][CH2:6]1.[Rh:17]>>[OH:1][CH:2]1[CH2:3][N:4]([c:7]2[cH:8][c:9]([CH2:10][NH2:11])[cH:12][cH:13][cH:14]2)[CH2:5][CH2:6]1. The reactants are FC=1C=C(C(=O)C2CN(C2)C(=O)OC(C)(C)C)C=C(C1)F (tert-butyl 3-(3,5-difluorobenzoyl)azetidine-1-carboxylate), C(C)(C)(C)[Mg]Cl (tert-butyl magnesium chloride), C1CCOC1 (THF), [NH4+].[Cl-] (NH4Cl). Conditions: temperature -78 celsius, time 3.5 hour. Product: FC=1C=C(C=C(C1)F)C(C(C)(CC)CC)(O)C1CN(C1)C(=O)OC(C)(C)C (tert-butyl 3-[1-(3,5-difluorophenyl)-1-hydroxy-2,2-diethylpropyl]azetidine-1-carboxylate). As a reaction SMILES: [F:1][C:2]1[CH:3]=[C:4]([CH:18]=[C:19]([F:21])[CH:20]=1)[C:5]([CH:7]1[CH2:10][N:9]([C:11]([O:13][C:14]([CH3:17])([CH3:16])[CH3:15])=[O:12])[CH2:8]1)=[O:6].[C:22]([Mg]Cl)(C)(C)[CH3:23].[NH4+].[Cl-].[CH2:30]1[CH2:34]O[CH2:32][CH2:31]1>>[F:1][C:2]1[CH:3]=[C:4]([C:5]([CH:7]2[CH2:10][N:9]([C:11]([O:13][C:14]([CH3:15])([CH3:16])[CH3:17])=[O:12])[CH2:8]2)([OH:6])[C:31]([CH2:22][CH3:23])([CH2:30][CH3:34])[CH3:32])[CH:18]=[C:19]([F:21])[CH:20]=1 |f:2.3|. Procedure details: To a solution of 3.07 g (10.34 mmol) of tert-butyl 3-(3,5-difluorobenzoyl)azetidine-1-carboxylate in 20 mL of THF, 36.19 mL (36.19 mmol) of tert-butyl magnesium chloride was added and stirred for 3.5 h at −78° C. To the solution was added 8 mL of aq. NH4Cl and the solution was filtered to remove the solid. The filtrate was washed with ether. The combined organic layer was concentrated to remove solvents and residue was purified by silica gel chromatography with hexanes/ethyl acetate to afford th... Reactants: COC=1C=C(C=O)C=C(C1OC)OC (3,4,5-trimethoxybenzaldehyde), C(C1=CC=CC=C1)[Mg]Br (benzylmagnesium bromide). Yields the product COC=1C=C(C=C(C1OC)OC)C(=O)CC1=CC=CC=C1 (3,4,5-trimethoxydeoxybenzoin). Reaction SMILES: [CH3:1][O:2][C:3]1[CH:4]=[C:5]([CH:8]=[C:9]([O:13][CH3:14])[C:10]=1[O:11][CH3:12])[CH:6]=[O:7].[CH2:15]([Mg]Br)[C:16]1[CH:21]=[CH:20][CH:19]=[CH:18][CH:17]=1>>[CH3:14][O:13][C:9]1[CH:8]=[C:5]([C:6]([CH2:15][C:16]2[CH:21]=[CH:20][CH:19]=[CH:18][CH:17]=2)=[O:7])[CH:4]=[C:3]([O:2][CH3:1])[C:10]=1[O:11][CH3:12]. Procedure details: Substantially the same procedure as in Process 1 of Example 48 was repeated using 3,4,5-trimethoxybenzaldehyde (3.92 g) and benzylmagnesium bromide (2.0 M diethyl ether solution, 23 ml) to give 3,4,5-trimethoxydeoxybenzoin (3.51 g). The reactants are BrC=1C=C(C=C(C1)C)C1OC2=C(C(=CC=C2)OC)C=2C1=C1C(=CC(NC1=CC2)(C)C)C (5-(3-bromo-5-methylphenyl)-2,5-dihydro-10-methoxy-2,2,4-trimethyl-1H-[1]benzopyrano[3,4-f]quinoline), C(CCC)[Sn](C=1OC=CC1)(CCCC)CCCC (2-(tributylstannyl)furan). Run in CN1C(CCC1)=O (1-methyl-2-pyrrolidinone), C(C)(=O)OCC (ethyl acetate), [F-].[K+] (KF). Run at temperature 85 celsius, time 3 hour. The product is O1C(=CC=C1)C=1C=C(C=C(C1)C)C1OC2=C(C(=CC=C2)OC)C=2C1=C1C(=CC(NC1=CC2)(C)C)C (5-[3-(2-furanyl)-5-methylphenyl]-2,5-dihydro-10-methoxy-2,2,4-trimethyl-1H-[1]benzopyrano[3,4-f]quinoline). Reaction SMILES: Br[C:2]1[CH:3]=[C:4]([CH:9]2[C:20]3=[C:21]4[C:26](=[CH:27][CH:28]=[C:19]3[C:12]3[C:13]([O:17][CH3:18])=[CH:14][CH:15]=[CH:16][C:11]=3[O:10]2)[NH:25][C:24]([CH3:30])([CH3:29])[CH:23]=[C:22]4[CH3:31])[CH:5]=[C:6]([CH3:8])[CH:7]=1.C([Sn](CCCC)(CCCC)[C:37]1[O:38][CH:39]=[CH:40][CH:41]=1)CCC>CN1CCCC1=O.C(OCC)(=O)C.[F-].[K+]>[O:38]1[CH:39]=[CH:40][CH:41]=[C:37]1[C:2]1[CH:3]=[C:4]([CH:9]2[C:20]3=[C:21]4[C:26](=[CH:27][CH:28]=[C:19]3[C:12]3[C:13]([O:17][CH3:18])=[CH:14][CH:15]=[CH:16][C:11]=3[O:10]2)[NH:25][C:24]([CH3:30])([CH3:29])[CH:23]=[C:22]4[CH3:31])[CH:5]=[C:6]([CH3:8])[CH:7]=1 |f:4.5|. Procedure: A solution of Example 11 (0.253 g, 0.531 mmol) in 1-methyl-2-pyrrolidinone (25 mL) was deoxygenated with nitrogen, treated with 2-(tributylstannyl)furan (0.33 mL, 1.06 mmol), [1,1′-bis(diphenylphosphino)ferrocene]dichloropalladium(II) dichloromethane complex (0.045 g, 0.005 mmol), heated to 85° C. for 13 hours, cooled to room temperature, diluted with ethyl acetate and saturated KF, stirred for 3 hours, and extracted with ethyl acetate. The extract was washed with brine, dried (MgSO4), filtered,... Reactants: tert-butyl ester, FC1=CC=C(C=C1)N1[C@@H]([C@H](C1=O)SCC(=O)C1=CC=C(C=C1)F)C1=CC=C(OCC(=O)N[C@@H](C(=O)O)C2=CC=CC=C2)C=C1 ((2R)-({[4-((2R,3R)-1-(4-Fluorophenyl)-3-{[2-(4-fluorophenyl)-2-oxoethyl]thio}-4-oxoazetidin-2-yl)phenoxy]acetyl}amino)(phenyl)acetic acid), Cl.N[C@@H](C)C(=O)OC(C)(C)C (tert-Butyl L-alaninate hydrochloride), CN(C)C(=[N+](C)C)ON1C2=C(C=CC=C2)N=N1.[B-](F)(F)(F)F (TBTU), NaBH4-. Solvent: C(Cl)Cl (CH2Cl2). Conditions: time 1.5 hour. Product: FC1=CC=C(C=C1)N1[C@@H]([C@H](C1=O)SCC(O)C1=CC=C(C=C1)F)C1=CC=C(OCC(=O)N[C@@H](C(=O)N[C@@H](C)C(=O)O)C2=CC=CC=C2)C=C1 (N-[(2R)-2-({[4-((2R,3R)-1-(4-fluorophenyl)-3-{[2-(4-fluorophenyl)-2-hydroxyethyl]thio}-4-oxoazetidin-2-yl)phenoxy]acetyl}amino)-2-phenylacetyl]-L-alanine). As a reaction SMILES: FC1C=CC(N2[C:11](=[O:12])[C@H:10]([S:13][CH2:14][C:15]([C:17]3[CH:22]=[CH:21][C:20]([F:23])=[CH:19][CH:18]=3)=[O:16])[C@H:9]2[C:24]2[CH:44]=[CH:43][C:27]([O:28][CH2:29][C:30]([NH:32][C@H:33]([C:37]3[CH:42]=[CH:41][CH:40]=[CH:39][CH:38]=3)[C:34](O)=[O:35])=[O:31])=[CH:26][CH:25]=2)=CC=1.Cl.[NH2:46][C@H:47]([C:49]([O:51]C(C)(C)C)=[O:50])[CH3:48].CN(C(ON1N=[N:71][C:66]2[CH:67]=[CH:68][CH:69]=[CH:70][C:65]1=2)=[N+](C)C)C.[B-](F)(F)(F)[F:74]>C(Cl)Cl>[F:74][C:69]1[CH:70]=[CH:65][C:66]([N:71]2[C:11](=[O:12])[C@H:10]([S:13][CH2:14][CH:15]([C:17]3[CH:22]=[CH:21][C:20]([F:23])=[CH:19][CH:18]=3)[OH:16])[C@H:9]2[C:24]2[CH:44]=[CH:43][C:27]([O:28][CH2:29][C:30]([NH:32][C@H:33]([C:37]3[CH:42]=[CH:41][CH:40]=[CH:39][CH:38]=3)[C:34]([NH:46][C@H:47]([C:49]([OH:51])=[O:50])[CH3:48])=[O:35])=[O:31])=[CH:26][CH:25]=2)=[CH:67][CH:68]=1 |f:1.2,3.4|. Procedure details: (2R)-({[4-((2R,3R)-1-(4-Fluorophenyl)-3-{[2-(4-fluorophenyl)-2-oxoethyl]thio}-4-oxoazetidin-2-yl)phenoxy]acetyl}amino)(phenyl)acetic acid (0.040 g, 0.065 mmol) was dissolved in CH2Cl2 (5 ml). tert-Butyl L-alaninate hydrochloride (0.014 g, 0.078 mmol) and N-methyl-morphiline (0.020 g, 0.195 mmol) were added. After 5 minutes TBTU (0.027 g, 0.084 mmol) was added. The reaction was allowed to stir for 1 h after which the resulting tert-butyl ester was purified by chromatography on silica gel and elut...